Dataset: the Open Reaction Database (ORD), a public repository of structured organic reaction records. Task: describe an organic reaction: reactants, conditions, products, and yield The reactants are CC(=O)O, Nc1ccc(S(=O)(=O)C(I)I)cc1, O=C1C=CC(=O)O1. The product is O=C1C=CC(=O)N1c1ccc(S(=O)(=O)C(I)I)cc1. As a reaction SMILES: [CH3:21][C:22](=[O:23])[OH:24].[I:8][CH:9]([S:10](=[O:11])(=[O:12])[c:13]1[cH:14][cH:15][c:16]([NH2:17])[cH:18][cH:19]1)[I:20].[O:1]=[C:2]1[O:3][C:4](=[O:5])[CH:6]=[CH:7]1>>[O:1]=[C:2]1[CH:7]=[CH:6][C:4](=[O:5])[N:17]1[c:16]1[cH:15][cH:14][c:13]([S:10]([CH:9]([I:8])[I:20])(=[O:11])=[O:12])[cH:19][cH:18]1. Reactants: CN1N=CC(=C1)C1=CC2=C(C=N1)C=NN2C2=CC=CC(=N2)N2CC(C2)(O)C[N+](=O)[O-] (1-(6-(6-(1-methyl-1H-pyrazol-4-yl)-1H-pyrazolo[4,3-c]pyridin-1-yl)pyridin-2-yl)-3-(nitromethyl)azetidin-3-ol), [NH4+].[Cl-] (NH4Cl). Reagents/catalysts: [Zn] (Zn). The solvent is CO (MeOH), O (H2O). Reaction conditions: time 2 hour. Product: NCC1(CN(C1)C1=NC(=CC=C1)N1N=CC=2C=NC(=CC21)C=2C=NN(C2)C)O (3-(Aminomethyl)-1-(6-(6-(1-methyl-1H-pyrazol-4-yl)-1H-pyrazolo[4,3-c]pyridin-1-yl)pyridin-2-yl)azetidin-3-ol). Yield: 63.8%. Reaction SMILES: [CH3:1][N:2]1[CH:6]=[C:5]([C:7]2[N:12]=[CH:11][C:10]3[CH:13]=[N:14][N:15]([C:16]4[N:21]=[C:20]([N:22]5[CH2:25][C:24]([CH2:27][N+:28]([O-])=O)([OH:26])[CH2:23]5)[CH:19]=[CH:18][CH:17]=4)[C:9]=3[CH:8]=2)[CH:4]=[N:3]1.[NH4+].[Cl-]>CO.O.[Zn]>[NH2:28][CH2:27][C:24]1([OH:26])[CH2:23][N:22]([C:20]2[CH:19]=[CH:18][CH:17]=[C:16]([N:15]3[C:9]4[CH:8]=[C:7]([C:5]5[CH:4]=[N:3][N:2]([CH3:1])[CH:6]=5)[N:12]=[CH:11][C:10]=4[CH:13]=[N:14]3)[N:21]=2)[CH2:25]1 |f:1.2|. Reported procedure: To a solution of 1-(6-(6-(1-methyl-1H-pyrazol-4-yl)-1H-pyrazolo[4,3-c]pyridin-1-yl)pyridin-2-yl)-3-(nitromethyl)azetidin-3-ol (100 mg, 0.25 mmol) in MeOH (5 mL) and H2O (0.5 mL) was added Zn powder (129 mg, 2 mmol) and NH4Cl (132 mg, 2.5 mmol). The reaction mixture was stirred at ambient temperature for 2 hours and filtered through Celite. The filtrate was concentrated under reduced pressure. The residue was purified by reverse phase preparative HPLC to afford 270 as red solid (60 mg, 64.8%). 1H... Product: C(C)(=O)C1(C(C(=O)[O-])C=C(C=C1)NC(C(=C)C)=O)O.[Na+] (sodium 2-acetyl-5-methacrylamidosalicylate). Starting materials: C(C)(=O)C1(C(C(=O)O)C=C(C=C1)NC(C(=C)C)=O)O (2-acetyl-5-methacrylamidosalicylic acid), C1(O)=CC=C(O)C=C1 (hydroquinone), C(O)([O-])=O.[Na+] (sodium hydrogencarbonate). RXN SMILES: [C:1]([C:4]1([OH:19])[CH:12]=[CH:11][C:10]([NH:13][C:14](=[O:18])[C:15]([CH3:17])=[CH2:16])=[CH:9][CH:5]1[C:6]([OH:8])=[O:7])(=[O:3])[CH3:2].C1(C=CC(O)=CC=1)O.C(=O)([O-])O.[Na+:32]>>[C:1]([C:4]1([OH:19])[CH:12]=[CH:11][C:10]([NH:13][C:14](=[O:18])[C:15]([CH3:17])=[CH2:16])=[CH:9][CH:5]1[C:6]([O-:8])=[O:7])(=[O:3])[CH3:2].[Na+:32] |f:2.3,4.5|. Procedure details: 2-acetyl-5-methacrylamidosalicylic acid and hydroquinone (0.5% by weight) were dissolved in an aqueous solution of excess sodium hydrogencarbonate. The solution was stirred at temperatures of 40° C. to 50° C. The solvent was removed under acidic conditions. The remaining powder was recrystallized by a mixture of water and ethanol to give sodium 2-acetyl-5-methacrylamidosalicylate. Starting materials: [Br-], CCOC(=O)C(=Cc1ccc(NC(=O)OC(C)(C)C)nc1)C(=O)OCC, C1CCOC1, [Mg+]Cc1ccccc1, [Cl-], N#C[Cu], [NH4+]. Product: CCOC(=O)C(C(=O)OCC)C(Cc1ccccc1)c1ccc(NC(=O)OC(C)(C)C)nc1. RXN SMILES: [Br-:4].[CH2:13]([CH3:14])[O:15][C:16]([C:17]([C:18](=[O:19])[O:20][CH2:21][CH3:22])=[CH:23][c:24]1[cH:25][n:26][c:27]([NH:30][C:31](=[O:32])[O:33][C:34]([CH3:35])([CH3:36])[CH3:37])[cH:28][cH:29]1)=[O:38].[CH2:41]1[O:42][CH2:43][CH2:44][CH2:45]1.[CH2:5]([c:6]1[cH:7][cH:8][cH:9][cH:10][cH:11]1)[Mg+:12].[Cl-:39].[Cu:1][C:2]#[N:3].[NH4+:40]>>[CH2:5]([c:6]1[cH:7][cH:8][cH:9][cH:10][cH:11]1)[CH:23]([CH:17]([C:16]([O:15][CH2:13][CH3:14])=[O:38])[C:18](=[O:19])[O:20][CH2:21][CH3:22])[c:24]1[cH:25][n:26][c:27]([NH:30][C:31](=[O:32])[O:33][C:34]([CH3:35])([CH3:36])[CH3:37])[cH:28][cH:29]1. Conditions: time 1 hour. Reported procedure: To a slurry of paraformaldehyde (36.24 g, 1.21 mol, 1.58 equiv) in toluene (243 ml) at 22° is added aqueous hydrobromic acid (48.5 wt %, 652 ml, 5.86 mol, 7.68 equiv) with an endotherm to 18°. The resultant biphasic solution is warmed to 40° and a solution of 4-chlorothiophenol (VII, 138.81 g, 0.960 mol, 1.26 equiv) in toluene (116 ml) is added over 1/2 hour while maintaining 40-43° and rinsed in with toluene (50 ml). The mixture is then warmed to 50° and stirred 1 hour. The mixture is cooled to... As a reaction SMILES: C=O.[BrH:3].[Cl:4][C:5]1[CH:10]=[CH:9][C:8]([SH:11])=[CH:7][CH:6]=1.[C:12]1(C)C=CC=CC=1>>[Br:3][CH2:12][S:11][C:8]1[CH:9]=[CH:10][C:5]([Cl:4])=[CH:6][CH:7]=1. Product: BrCSC1=CC=C(C=C1)Cl (bromomethylthio-4-chlorobenzene). The reactants are C=O (paraformaldehyde), Br (hydrobromic acid), C1(=CC=CC=C1)C (toluene), ClC1=CC=C(C=C1)S (4-chlorothiophenol), C1(=CC=CC=C1)C (toluene). Yields the product Cl, CC(C)CC1CC1(CN)C(=O)O. Reaction SMILES: [C:1]([O:2][C:3](=[O:4])[NH:8][CH2:9][C:10]1([C:17](=[O:18])[OH:19])[CH:11]([CH2:13][CH:14]([CH3:15])[CH3:16])[CH2:12]1)([CH3:5])([CH3:6])[CH3:7].[CH2:21]1[O:22][CH2:23][CH2:24][O:25][CH2:26]1.[ClH:20]>>[ClH:20].[NH2:8][CH2:9][C:10]1([C:17](=[O:18])[OH:19])[CH:11]([CH2:13][CH:14]([CH3:15])[CH3:16])[CH2:12]1. Starting materials: CC(C)CC1CC1(CNC(=O)OC(C)(C)C)C(=O)O, C1COCCO1, Cl. Starting materials: CS(=O)(=O)O, COC(=O)C(=O)c1ccc(O)cc1, CN(C)C=O, OCCOc1ccc(Cl)cc1, [H-], [Na+]. Product: COC(=O)C(=O)c1ccc(OCCOc2ccc(Cl)cc2)cc1. RXN SMILES: [CH3:16][S:17]([OH:18])(=[O:19])=[O:20].[CH3:1][O:2][C:3]([C:4]([c:5]1[cH:6][cH:7][c:8]([OH:11])[cH:9][cH:10]1)=[O:12])=[O:13].[CH3:32][N:33]([CH3:34])[CH:35]=[O:36].[Cl:21][c:22]1[cH:23][cH:24][c:25]([O:26][CH2:27][CH2:28][OH:29])[cH:30][cH:31]1.[H-:14].[Na+:15]>>[CH3:1][O:2][C:3]([C:4]([c:5]1[cH:6][cH:7][c:8]([O:11][CH2:28][CH2:27][O:26][c:25]2[cH:24][cH:23][c:22]([Cl:21])[cH:31][cH:30]2)[cH:9][cH:10]1)=[O:12])=[O:13].